Dataset: the Open Reaction Database (ORD), a public repository of structured organic reaction records. Task: describe an organic reaction: reactants, conditions, products, and yield Starting materials: [OH-].[K+] (potassium hydroxide), C(=S)=S (carbon disulfide), ClCC#N (chloroacetonitrile), solution, C([O-])([O-])=O.[K+].[K+] (Potassium carbonate), CI (methyl iodide), CC(CC(CCC)=O)=O (2,4-heptanedione). Run in O (water), CS(=O)C (dimethyl sulfoxide), CS(=O)C (dimethyl sulfoxide). Reaction conditions: time 30 minute. Product: C(C)C1=C(SC(=C1C(CC)=O)SC)C#N (3-ethyl-5-methylthio-4-propionylthiophene-2-carbonitrile). Yield: 88.1%. RXN SMILES: [CH3:1][C:2](=O)[CH2:3][C:4](=O)[CH2:5][CH2:6][CH3:7].[OH-:10].[K+].[C:12](=[S:14])=[S:13].Cl[CH2:16][C:17]#[N:18].[C:19](=O)([O-])[O-].[K+].[K+].CI>CS(C)=O.O>[CH2:2]([C:3]1[C:4]([C:5](=[O:10])[CH2:6][CH3:7])=[C:12]([S:14][CH3:19])[S:13][C:16]=1[C:17]#[N:18])[CH3:1] |f:1.2,5.6.7|. Reported procedure: To a solution containing 2,4-heptanedione (10.0 g, 78.0 mmol) in dimethyl sulfoxide (100 ml) were added dropwise under ice-cooling an 85% solution containing potassium hydroxide (10.3 g, 156.0 mmol) in water (10 ml) and carbon disulfide (5.9 g, 78.0 mmol) in turn, and then the mixture was stirred at that temperature for 30 minutes. Subsequently, a solution containing chloroacetonitrile (5.3 g, 70.2 mmol) in dimethyl sulfoxide (10 ml) was added dropwise under ice-cooling over 5 minutes and the mi... Reactants: CCCCCN, COC(=O)c1cnc(N2CCN(C(=O)c3ccccc3C(F)(F)F)CC2)cn1, CC(C)(C)[O-], [K+], O. Product: CCCCCNC(=O)c1cnc(N2CCN(C(=O)c3ccccc3C(F)(F)F)CC2)cn1. Reaction SMILES: [CH2:7]([CH2:8][CH2:9][CH2:10][CH3:11])[NH2:12].[CH3:13][O:14][C:15](=[O:16])[c:17]1[n:18][cH:19][c:20]([N:23]2[CH2:24][CH2:25][N:26]([C:29]([c:30]3[c:31]([C:36]([F:37])([F:38])[F:39])[cH:32][cH:33][cH:34][cH:35]3)=[O:40])[CH2:27][CH2:28]2)[n:21][cH:22]1.[CH3:1][C:2]([CH3:3])([O-:4])[CH3:5].[K+:6].[OH2:41]>>[CH2:7]([CH2:8][CH2:9][CH2:10][CH3:11])[NH:12][C:15](=[O:14])[c:17]1[n:18][cH:19][c:20]([N:23]2[CH2:24][CH2:25][N:26]([C:29]([c:30]3[c:31]([C:36]([F:37])([F:38])[F:39])[cH:32][cH:33][cH:34][cH:35]3)=[O:40])[CH2:27][CH2:28]2)[n:21][cH:22]1. The reactants are CN(C(C(=O)OCC)=CC=C(C(=O)C1=CC=C(C=C1)N(C)C)SC)C (ethyl 2-dimethylamino-6-(4-dimethylaminophenyl)-5-methylthio-6-oxo-2,4-hexadienoate), Cl (hydrochloric acid), C(C)O (ethanol). Conditions: temperature 20 celsius, time 5 minute. The product is CN(C1=CC=C(C=C1)C(C(=CC=C(C(=O)OCC)O)SC)=O)C (ethyl 6-(4-dimethylaminophenyl)-2-hydroxy-5-methylthio-6-oxo-2,4-hexadienoate). As a reaction SMILES: CN(C)[C:3](=[CH:9][CH:10]=[C:11]([S:23][CH3:24])[C:12]([C:14]1[CH:19]=[CH:18][C:17]([N:20]([CH3:22])[CH3:21])=[CH:16][CH:15]=1)=[O:13])[C:4]([O:6][CH2:7][CH3:8])=[O:5].Cl.C([OH:29])C>>[CH3:21][N:20]([CH3:22])[C:17]1[CH:18]=[CH:19][C:14]([C:12](=[O:13])[C:11]([S:23][CH3:24])=[CH:10][CH:9]=[C:3]([OH:29])[C:4]([O:6][CH2:7][CH3:8])=[O:5])=[CH:15][CH:16]=1. Reported procedure: The procedure is as in Example 4, starting with ethyl 2-dimethylamino-6-(4-dimethylaminophenyl)-5-methylthio-6-oxo-2,4-hexadienoate (5.5 g), 12N aqueous hydrochloric acid solution (38 cc) and ethanol (50 cc). The mixture is heated to boiling for 5 minutes, and is then cooled to a temperature of approximately 20° C. After purification by chromatography on a silica column with a mixture of cyclohexane and ethyl acetate (60:40 by volume), ethyl 6-(4-dimethylaminophenyl)-2-hydroxy-5-methylthio-6-oxo... The reactants are [O-]Cl, ClCCl, N#C[K], [Na+], CC(C)(C)OC(=O)N1CCN(c2ccc(C=NO)cc2)CC1. Yields the product CC(C)(C)OC(=O)N1CCN(c2ccc(C(C#N)=NO)cc2)CC1. Reaction SMILES: [Cl:23][O-:24].[Cl:29][CH2:30][Cl:31].[K:26][C:27]#[N:28].[Na+:25].[OH:1][N:2]=[CH:3][c:4]1[cH:5][cH:6][c:7]([N:10]2[CH2:11][CH2:12][N:13]([C:16](=[O:17])[O:18][C:19]([CH3:20])([CH3:21])[CH3:22])[CH2:14][CH2:15]2)[cH:8][cH:9]1>>[OH:1][N:2]=[C:3]([c:4]1[cH:5][cH:6][c:7]([N:10]2[CH2:11][CH2:12][N:13]([C:16](=[O:17])[O:18][C:19]([CH3:20])([CH3:21])[CH3:22])[CH2:14][CH2:15]2)[cH:8][cH:9]1)[C:27]#[N:28]. Reaction SMILES: [C:1]1([C:7]([C:15]2[CH:20]=[CH:19][CH:18]=[CH:17][CH:16]=2)=[CH:8][CH:9]2[CH2:14][CH2:13][NH:12][CH2:11][CH2:10]2)[CH:6]=[CH:5][CH:4]=[CH:3][CH:2]=1.[N:21]1[CH:26]=[CH:25][CH:24]=[C:23]([CH2:27][CH2:28][CH2:29][CH2:30][C:31](O)=[O:32])[CH:22]=1>>[C:1]1([C:7]([C:15]2[CH:20]=[CH:19][CH:18]=[CH:17][CH:16]=2)=[CH:8][CH:9]2[CH2:10][CH2:11][N:12]([C:31](=[O:32])[CH2:30][CH2:29][CH2:28][CH2:27][C:23]3[CH:22]=[N:21][CH:26]=[CH:25][CH:24]=3)[CH2:13][CH2:14]2)[CH:2]=[CH:3][CH:4]=[CH:5][CH:6]=1. Reactants: compound, C1(=CC=CC=C1)C(=CC1CCNCC1)C1=CC=CC=C1 (4-(2,2-diphenylethenyl)piperidine), acid chloride, N1=CC(=CC=C1)CCCCC(=O)O (3-pyridine pentanoic acid). The yield is 94.2%. The product is C1(=CC=CC=C1)C(=CC1CCN(CC1)C(CCCCC=1C=NC=CC1)=O)C1=CC=CC=C1 (4-(2,2-diphenylethenyl)-1-[1-oxo-5-(3-pyridinyl)pentyl]piperidine). Procedure details: The title compound was prepared in a manner similar to that employed for the compound of example 10 starting with 5.27 g of 4-(2,2-diphenylethenyl)piperidine and the acid chloride prepared from 6.5 g of 3-pyridine pentanoic acid. The toluene extracts were evaporated and chromatographed on a Waters Prep 500 using silica gel columns and eluting with 98:2 ethyl acetate-triethylamine. Evaporation of the combined product fractions gave 8.0 g (94%) of crude 4-(2,2-diphenylethenyl)-1-[1-oxo-5-(3-pyridi...